This data is from the Open Reaction Database (ORD), a public repository of structured organic reaction records. The task is: describe an organic reaction: reactants, conditions, products, and yield The reactants are C(C1=CC=CC=C1)SC=1C=C2C=CN=C(C2=CC1)Cl (6-(benzylthio)-1-chloroisoquinoline), COC1=C(C=CC(=C1)C(F)(F)F)B(O)O ((2-methoxy-4-(trifluoromethyl)phenyl)boronic acid), Pd(AmPhos)2Cl2, P(=O)([O-])([O-])[O-].[K+].[K+].[K+] (potassium phosphate), O1COCCC1 (1,3-dioxane). Run in O (water). Yields the product C(C1=CC=CC=C1)SC=1C=C2C=CN=C(C2=CC1)C1=C(C=C(C=C1)C(F)(F)F)OC (6-(benzylthio)-1-(2-methoxy-4-(trifluoromethyl)phenyl)isoquinoline). Yield: 96.9%. Reaction SMILES: [CH2:1]([S:8][C:9]1[CH:10]=[C:11]2[C:16](=[CH:17][CH:18]=1)[C:15](Cl)=[N:14][CH:13]=[CH:12]2)[C:2]1[CH:7]=[CH:6][CH:5]=[CH:4][CH:3]=1.[CH3:20][O:21][C:22]1[CH:27]=[C:26]([C:28]([F:31])([F:30])[F:29])[CH:25]=[CH:24][C:23]=1B(O)O.P([O-])([O-])([O-])=O.[K+].[K+].[K+].O1CCCOC1>O>[CH2:1]([S:8][C:9]1[CH:10]=[C:11]2[C:16](=[CH:17][CH:18]=1)[C:15]([C:23]1[CH:24]=[CH:25][C:26]([C:28]([F:31])([F:30])[F:29])=[CH:27][C:22]=1[O:21][CH3:20])=[N:14][CH:13]=[CH:12]2)[C:2]1[CH:7]=[CH:6][CH:5]=[CH:4][CH:3]=1 |f:2.3.4.5|. Procedure details: A round-bottom flask was charged with 6-(benzylthio)-1-chloroisoquinoline (3.101 g, 10.85 mmol)-(2-methoxy-4-(trifluoromethyl)phenyl)boronic acid (2.86 g, 13.02 mmol), Pd(AmPhos)2Cl2 (0.384 g, 0.543 mmol), potassium phosphate (6.91 g, 32.6 mmol), 1,3-dioxane (27.1 ml), and water (9.04 ml). The vial was flushed with Ar (g), fitted with a reflux condenser, and placed in a 100° C. heating bath for 45 min. The mixture was cooled to room temperature, then diluted with water and extracted with EtOAc (... Starting materials: COC1(CCC(CC1)(C1=CC(=C(C=C1)OC)OC1CCCC1)C#N)OC (4-cyano-4-(3-cyclopentyloxy-4-methoxyphenyl)cyclohexan-1-one dimethyl ketal), [H-] (hydride), S([O-])(O)=O.[Na+] (sodium bisulfite). Solvent: C1(=CC=CC=C1)C (toluene). Run at time 2 hour. The product is COC1(CCC(CC1)(C=O)C1=CC(=C(C=C1)OC)OC1CCCC1)OC (4-(3-Cyclopentyloxy-4-methoxyphenyl)-4-formylcyclohexan-1-one dimethyl ketal). Yield: 96.0%. RXN SMILES: [CH3:1][O:2][C:3]1([O:25][CH3:26])[CH2:8][CH2:7][C:6]([C:23]#N)([C:9]2[CH:14]=[CH:13][C:12]([O:15][CH3:16])=[C:11]([O:17][CH:18]3[CH2:22][CH2:21][CH2:20][CH2:19]3)[CH:10]=2)[CH2:5][CH2:4]1.[H-].S(=O)(O)[O-:29].[Na+]>C1(C)C=CC=CC=1>[CH3:1][O:2][C:3]1([O:25][CH3:26])[CH2:8][CH2:7][C:6]([C:9]2[CH:14]=[CH:13][C:12]([O:15][CH3:16])=[C:11]([O:17][CH:18]3[CH2:22][CH2:21][CH2:20][CH2:19]3)[CH:10]=2)([CH:23]=[O:29])[CH2:5][CH2:4]1 |f:2.3|. Reported procedure: A solution of 4-cyano-4-(3-cyclopentyloxy-4-methoxyphenyl)cyclohexan-1-one dimethyl ketal (0.57 g, 1.6 mmol) in toluene (20 mL) at room temperature under an argon atmosphere was treated with a solution of dissobutylaluminium hydride (1.5M in toluene, 2.7 mL, 4 mmol). After 2 h, a solution of saturated aqueous sodium bisulfite was added and the mixture was extracted twice with ethyl acetate. The organic extract was washed with 5% aqueous sodium carbonate,was dried (potassium carbonate) and the so... The reactants are N1N=NN=C1NC(COC1=CC(=CC=C1)CCN)=O (3-(2-aminoethyl)-phenoxyacetic acid (1H-tetrazol-5-yl)-amide), S(=O)(=O)(O)Cl.ClC1=CC=CC=C1 (4-chlorobenzene sulphochloride). The product is N1N=NN=C1NC(COC1=CC(=CC=C1)CCNS(=O)(=O)C1=CC=C(C=C1)Cl)=O (3-[2-(4-Chlorobenzenesulphonamido)-ethyl]-phenoxyacetic acid (1H-tetrazol-5-yl)-amide). As a reaction SMILES: [NH:1]1[C:5]([NH:6][C:7](=[O:19])[CH2:8][O:9][C:10]2[CH:15]=[CH:14][CH:13]=[C:12]([CH2:16][CH2:17][NH2:18])[CH:11]=2)=[N:4][N:3]=[N:2]1.[S:20](Cl)([OH:23])(=O)=[O:21].[Cl:25][C:26]1[CH:31]=[CH:30][CH:29]=[CH:28][CH:27]=1>>[NH:4]1[C:5]([NH:6][C:7](=[O:19])[CH2:8][O:9][C:10]2[CH:15]=[CH:14][CH:13]=[C:12]([CH2:16][CH2:17][NH:18][S:20]([C:29]3[CH:30]=[CH:31][C:26]([Cl:25])=[CH:27][CH:28]=3)(=[O:23])=[O:21])[CH:11]=2)=[N:1][N:2]=[N:3]1 |f:1.2|. Procedure details: In a manner analogous to that described in Example 1, by the reaction of the appropriate 3-(2-aminoethyl)-phenoxyacetic acid (1H-tetrazol-5-yl)-amide with 4-chlorobenzene sulphochloride, there is obtained the title compound; m.p. 190°-196° C. (decomp.), after crystallisation from glacial acetic acid. Reactants: CCOC(C)=O, Cc1ccccc1, Cc1cc(Cl)cc2nc(S)oc12, Cl, C1CNCCNC1, O. Product: Cc1cc(Cl)cc2nc(N3CCCNCC3)oc12. RXN SMILES: [CH3:20][CH2:21][O:22][C:23](=[O:24])[CH3:25].[CH3:27][c:28]1[cH:29][cH:30][cH:31][cH:32][cH:33]1.[Cl:1][c:2]1[cH:3][c:4]([CH3:12])[c:5]2[c:6]([n:7][c:8]([SH:10])[o:9]2)[cH:11]1.[ClH:26].[NH:13]1[CH2:14][CH2:15][NH:16][CH2:17][CH2:18][CH2:19]1.[OH2:34]>>[Cl:1][c:2]1[cH:3][c:4]([CH3:12])[c:5]2[c:6]([n:7][c:8]([N:13]3[CH2:14][CH2:15][NH:16][CH2:17][CH2:18][CH2:19]3)[o:9]2)[cH:11]1. The reactants are N[C@@H](CO)C(=O)O (L-serine), ClC1=C(C=CC=C1)S(=O)(=O)Cl (2-chlorobenzenesulfonyl chloride). Product: ClC1=C(C=CC=C1)S(=O)(=O)N[C@H](C(=O)O)CO ((S)-2-(2-chloro-benzenesulfonylamino)-3-hydroxy-propionic acid). RXN SMILES: [NH2:1][C@H:2]([C:5]([OH:7])=[O:6])[CH2:3][OH:4].[Cl:8][C:9]1[CH:14]=[CH:13][CH:12]=[CH:11][C:10]=1[S:15](Cl)(=[O:17])=[O:16]>>[Cl:8][C:9]1[CH:14]=[CH:13][CH:12]=[CH:11][C:10]=1[S:15]([NH:1][C@@H:2]([CH2:3][OH:4])[C:5]([OH:7])=[O:6])(=[O:17])=[O:16]. Procedure details: In analogy to example 2, L-serine was reacted with 2-chlorobenzenesulfonyl chloride to give (S)-2-(2-chloro-benzenesulfonylamino)-3-hydroxy-propionic acid as a colorless solid. MS: 278.1 ([M−H]−) Starting materials: C[O-].[Na+] (sodium methoxide), [Cl-].[NH4+] (Ammonium chloride), C[O-].[Na+] (sodium methoxide), N1=CC(=C2N1C=CN=C2)C#N (pyrazolo[1,5-a]pyrazine-3-carbonitrile). The solvent is CO (methanol), C(C)(=O)OCC (ethyl acetate). Conditions: time 20 hour. Yields the product Cl.N1=CC(=C2N1C=CN=C2)C(N)=N (Pyrazolo[1,5-a]pyrazine-3-carboximidamide hydrochloride). The yield is 101.7%. As a reaction SMILES: C[O-].[Na+].[N:4]1[N:8]2[CH:9]=[CH:10][N:11]=[CH:12][C:7]2=[C:6]([C:13]#[N:14])[CH:5]=1.[Cl-:15].[NH4+:16]>CO.C(OCC)(=O)C>[ClH:15].[N:4]1[N:8]2[CH:9]=[CH:10][N:11]=[CH:12][C:7]2=[C:6]([C:13](=[NH:16])[NH2:14])[CH:5]=1 |f:0.1,3.4,7.8|. Procedure details: Freshly prepared sodium methoxide (0.44 g, 8.1 mmol) was added to a suspension of pyrazolo[1,5-a]pyrazine-3-carbonitrile (Preparation 24b, 6.09 g, 42.3 mmol) in anhydrous methanol (350 mL) and the mixture was stirred at ambient temperature. After 20 hours, further sodium methoxide (0.44 g, 8.1 mmol) was added and the reaction mixture was stirred for a further 48 hours. Ammonium chloride (3.91 g, 73.1 mmol) was added and the mixture was stirred and heated to 70° C. in a sealed tube. After 3 days,... Starting materials: C1(CC1)N(C(OC(C)(C)C)=O)[C@H]1[C@H](CNCC1)F (tert-butyl N-cyclopropyl-N-[(3S,4R)-3-fluoropiperidin-4-yl]carbamate), ClC1=NC=C(C=N1)C(F)(F)F (2-chloro-5-trifluoromethyl-pyrimidine), Intermediate 87. Product: C1(CC1)N[C@H]1[C@H](CN(CC1)C1=NC=C(C=N1)C(F)(F)F)F ((3S,4R)-N-Cyclopropyl-3-fluoro-1-[5-(trifluoromethyl)pyrimidin-2-yl]piperidin-4-amine). Reaction SMILES: [CH:1]1([N:4]([C@@H:12]2[CH2:17][CH2:16][NH:15][CH2:14][C@@H:13]2[F:18])C(=O)OC(C)(C)C)[CH2:3][CH2:2]1.Cl[C:20]1[N:25]=[CH:24][C:23]([C:26]([F:29])([F:28])[F:27])=[CH:22][N:21]=1>>[CH:1]1([NH:4][C@@H:12]2[CH2:17][CH2:16][N:15]([C:20]3[N:25]=[CH:24][C:23]([C:26]([F:29])([F:28])[F:27])=[CH:22][N:21]=3)[CH2:14][C@@H:13]2[F:18])[CH2:2][CH2:3]1. Procedure: The title compound is prepared from tert-butyl N-cyclopropyl-N-[(3S,4R)-3-fluoropiperidin-4-yl]carbamate and 2-chloro-5-trifluoromethyl-pyrimidine following a procedure analogous to that described for Intermediate 87.